This data is from the Open Reaction Database (ORD), a public repository of structured organic reaction records. The task is: describe an organic reaction: reactants, conditions, products, and yield The reactants are CCOC(=O)c1nn(-c2cccc(Cl)c2)c2c1CCN(c1ccc(NC(=O)OC(C)(C)C)cc1)C2=O, CI, [H-], [Na+], CN(C)C=O. Product: CCOC(=O)c1nn(-c2cccc(Cl)c2)c2c1CCN(c1ccc(N(C)C(=O)OC(C)(C)C)cc1)C2=O. RXN SMILES: [CH2:3]([CH3:4])[O:5][C:6](=[O:7])[c:8]1[n:9][n:10](-[c:32]2[cH:33][c:34]([Cl:38])[cH:35][cH:36][cH:37]2)[c:11]2[c:16]1[CH2:15][CH2:14][N:13]([c:17]1[cH:18][cH:19][c:20]([NH:23][C:24](=[O:25])[O:26][C:27]([CH3:28])([CH3:29])[CH3:30])[cH:21][cH:22]1)[C:12]2=[O:31].[CH3:39][I:40].[H-:1].[Na+:2].[O:41]=[CH:42][N:43]([CH3:44])[CH3:45]>>[CH2:3]([CH3:4])[O:5][C:6](=[O:7])[c:8]1[n:9][n:10](-[c:32]2[cH:33][c:34]([Cl:38])[cH:35][cH:36][cH:37]2)[c:11]2[c:16]1[CH2:15][CH2:14][N:13]([c:17]1[cH:18][cH:19][c:20]([N:23]([C:24](=[O:25])[O:26][C:27]([CH3:28])([CH3:29])[CH3:30])[CH3:39])[cH:21][cH:22]1)[C:12]2=[O:31]. Starting materials: C(C)(=O)[O-].[Na+] (sodium acetate), COC=1C=C2CCC=CC2=CC1OC (6,7-dimethoxy-3,4-dihydronaphthalene), IC1=C(C=CC=C1)[N+](=O)[O-] (1-iodo-2-nitrobenzene). Reagents/catalysts: Cl[Pd]([P](C1=CC=CC=C1)(C2=CC=CC=C2)C3=CC=CC=C3)([P](C4=CC=CC=C4)(C5=CC=CC=C5)C6=CC=CC=C6)Cl (Pd(PPh3)2Cl2). Solvent: CC(=O)N(C)C (dimethylacetamide). Run at temperature 140 celsius, time 8 hour. The product is [N+](=O)([O-])C1=C(C=CC=C1)C1=CC=2C=C(C(=CC2CC1)OC)OC (6-(2-Nitrophenyl)-2,3-dimethoxy-7,8-dihydronaphthalene). Isolated yield 28.6%. As a reaction SMILES: C([O-])(=O)C.[Na+].[CH3:6][O:7][C:8]1[CH:9]=[C:10]2[C:15](=[CH:16][C:17]=1[O:18][CH3:19])[CH:14]=[CH:13][CH2:12][CH2:11]2.I[C:21]1[CH:26]=[CH:25][CH:24]=[CH:23][C:22]=1[N+:27]([O-:29])=[O:28]>CC(N(C)C)=O.Cl[Pd](Cl)([P](C1C=CC=CC=1)(C1C=CC=CC=1)C1C=CC=CC=1)[P](C1C=CC=CC=1)(C1C=CC=CC=1)C1C=CC=CC=1>[N+:27]([C:22]1[CH:23]=[CH:24][CH:25]=[CH:26][C:21]=1[C:12]1[CH2:13][CH2:14][C:15]2[CH:16]=[C:17]([O:18][CH3:19])[C:8]([O:7][CH3:6])=[CH:9][C:10]=2[CH:11]=1)([O-:29])=[O:28] |f:0.1,^1:38,57|. Reported procedure: Pd(PPh3)2Cl2 (840 mg, 1.2 mmol) and sodium acetate (200 mg, 2.4 mmol) were added to a solution of 6,7-dimethoxy-3,4-dihydronaphthalene (2, 700 mg, 3.7 mmol) and 1-iodo-2-nitrobenzene (925 mg, 3.7 mmol) in dimethylacetamide (50 mL). The mixture was stirred under nitrogen at 140° C. overnight, and then concentrated in vacuo. Ethyl acetate (60 mL) was added to the residue and washed with distilled water (50 mL). The organic layer was separated and passed through a celite bed. The organic layer was ... Reactants: C(C=C)N1C(N(C(=C(C1=O)N)N)CCCC)=O (3-allyl-5,6-diamino-1-butyl-1H-pyrimidine-2,4-dione), NC1=C(C(N(C(N1)=O)CC1=CC=CC=C1)=O)N=O (6-amino-3-benzyl-5-nitroso-1H-pyrimidine-2,4-dione), C(C=C)N1C(N(C(=C(C1=O)N=O)N)CCCC)=O (3-allyl-6-amino-1-butyl-5-nitroso-1H-pyrimidine-2,4-dione). Run at temperature 0 celsius. Yields the product C(C1=CC=CC=C1)N1C(NC(=C(C1=O)N)N)=O (3-benzyl-5,6-diamino-1H-pyrimidine-2,4-dione). Reaction SMILES: C(N1C(=O)C(N)=C(N)N(CCCC)C1=O)C=C.[NH2:18][C:19]1[NH:24][C:23](=[O:25])[N:22]([CH2:26][C:27]2[CH:32]=[CH:31][CH:30]=[CH:29][CH:28]=2)[C:21](=[O:33])[C:20]=1[N:34]=O.C(N1C(=O)C(N=O)=C(N)N(CCCC)C1=O)C=C>>[CH2:26]([N:22]1[C:21](=[O:33])[C:20]([NH2:34])=[C:19]([NH2:18])[NH:24][C:23]1=[O:25])[C:27]1[CH:28]=[CH:29][CH:30]=[CH:31][CH:32]=1. Procedure: This compound was prepared by a method similar to that of Müller et al. as described in Synthesis 1995, 1295. The method used was similar to that used in scheme 1 for the preparation of 3-allyl-5,6-diamino-1-butyl-1H-pyrimidine-2,4-dione except that 6-amino-3-benzyl-5-nitroso-1H-pyrimidine-2,4-dione was used as the substrate for the reaction in place of 3-allyl-6-amino-1-butyl-5-nitroso-1H-pyrimidine-2,4-dione and concentration was continued only until a solid precipitate was observed. This mixt... The reactants are F[B-](F)(F)F, C[O+](C)C, CCC=CC1CCCCC(=O)N1. Product: CCC=CC1CCCCC(OC)=N1. Reaction SMILES: [B-:13]([F:14])([F:15])([F:16])[F:17].[CH3:18][O+:19]([CH3:20])[CH3:21].[CH:1](=[CH:2][CH2:3][CH3:4])[CH:5]1[CH2:6][CH2:7][CH2:8][CH2:9][C:10](=[O:12])[NH:11]1>>[CH:1](=[CH:2][CH2:3][CH3:4])[CH:5]1[CH2:6][CH2:7][CH2:8][CH2:9][C:10]([O:12][CH3:18])=[N:11]1. Reactants: BrC1=C(C=C(C=C1)C)[N+](=O)[O-] (1-bromo-4-methyl-2-nitro-benzene), CsCO3, 2,8,9-triisobutyl, CCCCCCCCCCC (undecane), C1(=CC=CC=C1)B(O)O (phenylboronic acid), solution. Solvent: C1(=CC=CC=C1)C (toluene), C1(=CC=CC=C1)C (toluene). Product: CC1=CC(=C(C=C1)C1=CC=CC=C1)[N+](=O)[O-] (4-Methyl-2-nitro-biphenyl). Yield: 100.5%. Reaction SMILES: Br[C:2]1[CH:7]=[CH:6][C:5]([CH3:8])=[CH:4][C:3]=1[N+:9]([O-:11])=[O:10].[C:12]1(B(O)O)[CH:17]=[CH:16][CH:15]=[CH:14][CH:13]=1.CCCCCCCCCCC>C1(C)C=CC=CC=1>[CH3:8][C:5]1[CH:6]=[CH:7][C:2]([C:12]2[CH:17]=[CH:16][CH:15]=[CH:14][CH:13]=2)=[C:3]([N+:9]([O-:11])=[O:10])[CH:4]=1. Procedure details: To a solution of commercially available 1-bromo-4-methyl-2-nitro-benzene (0.107 g, 0.49 mmol) in anhydrous toluene (3 mL) was added CsCO3 (0.305 g, 0.94 mmol) followed by phenylboronic acid (0.062 g, 0.49 mmol) and 2,8,9-triisobutyl-2,5,8,9-tetraaza-1-phosphabicyclo[3.3.3.]undecane as a 0.1M solution in toluene (0.200 mL, 4 mole %). Nitrogen was bubbled through the resulting suspension for three minutes then palladium acetate (0.0043 g, 4 mole %) was added, the reaction vessel sealed and immerse... Reactants: P(Cl)(Cl)Cl (phosphorus trichloride), [N+](=O)([O-])C=1C=C(C(=[N+](C1)[O-])C(=O)OCC)C(=O)OCC (diethyl 5-nitropyridine-2,3-dicarboxylate-N-oxide). The solvent is ClCCCl (1,2-dichloroethane). Run at temperature 25 celsius, time 12 hour. Yields the product [N+](=O)([O-])C=1C=C(C(=NC1)C(=O)OCC)C(=O)OCC (Diethyl 5-nitropyridine-2,3-dicarboxylate). RXN SMILES: P(Cl)(Cl)Cl.[N+:5]([C:8]1[CH:9]=[C:10]([C:20]([O:22][CH2:23][CH3:24])=[O:21])[C:11]([C:15]([O:17][CH2:18][CH3:19])=[O:16])=[N+:12]([O-])[CH:13]=1)([O-:7])=[O:6]>ClCCCl>[N+:5]([C:8]1[CH:9]=[C:10]([C:20]([O:22][CH2:23][CH3:24])=[O:21])[C:11]([C:15]([O:17][CH2:18][CH3:19])=[O:16])=[N:12][CH:13]=1)([O-:7])=[O:6]. Procedure details: 88.8 g (0.648 mol) of phosphorus trichloride were added in the course of 30 minutes while stirring at 25° C. to a mixture of 92 g (0.324 mol) of the above N-oxide and 300 ml of 1,2-dichloroethane. After stirring at 25° C. for 12 hours, the reaction mixture was concentrated in vacuo, the residue was taken up again in methylene chloride and the solution was poured into 2.5 l of ice-water. After phase separation, the aqueous phase was extracted with methylene chloride. The organic extract was washe...